Dataset: the Open Reaction Database (ORD), a public repository of structured organic reaction records. Task: describe an organic reaction: reactants, conditions, products, and yield Reactants: BrC1=C2C(=NNC2=CC=C1)O[C@H]1[C@H](OC(C(C)(C)C)=O)[C@@H](OC(C(C)(C)C)=O)[C@H](OC(C(C)(C)C)=O)[C@H](O1)COC(C(C)(C)C)=O (4-bromo-3-(2,3,4,6-tetra-O-pivaloyl-β-D-glucopyranosyloxy)-1H-indazole), C[Si](C)(C)C#C (trimethylsilylacetylene). The reagents and catalysts are C=1C=CC(=CC1)[P](C=2C=CC=CC2)(C=3C=CC=CC3)[Pd]([P](C=4C=CC=CC4)(C=5C=CC=CC5)C=6C=CC=CC6)([P](C=7C=CC=CC7)(C=8C=CC=CC8)C=9C=CC=CC9)[P](C=1C=CC=CC1)(C=1C=CC=CC1)C=1C=CC=CC1 (tetrakis(triphenylphosphine)palladium), [Cu]I (copper (I) iodide). Run in C(C)OCC (diethyl ether), C(C)N(CC)CC (triethylamine). Run at temperature 80 celsius, time 8 hour. Yields the product C[Si](C#CC1=C2C(=NNC2=CC=C1)O[C@H]1[C@H](OC(C(C)(C)C)=O)[C@@H](OC(C(C)(C)C)=O)[C@H](OC(C(C)(C)C)=O)[C@H](O1)COC(C(C)(C)C)=O)(C)C (4-(2-trimethylsilylethynyl)-3-(2,3,4,6-tetra-O-pivaloyl-β-D-glucopyranosyloxy)-1H-indazole). Reaction SMILES: Br[C:2]1[CH:10]=[CH:9][CH:8]=[C:7]2[C:3]=1[C:4]([O:11][C@@H:12]1[O:38][C@H:37]([CH2:39][O:40][C:41](=[O:46])[C:42]([CH3:45])([CH3:44])[CH3:43])[C@@H:29]([O:30][C:31](=[O:36])[C:32]([CH3:35])([CH3:34])[CH3:33])[C@H:21]([O:22][C:23](=[O:28])[C:24]([CH3:27])([CH3:26])[CH3:25])[C@H:13]1[O:14][C:15](=[O:20])[C:16]([CH3:19])([CH3:18])[CH3:17])=[N:5][NH:6]2.[CH3:47][Si:48]([C:51]#[CH:52])([CH3:50])[CH3:49]>C(N(CC)CC)C.C(OCC)C.C1C=CC([P]([Pd]([P](C2C=CC=CC=2)(C2C=CC=CC=2)C2C=CC=CC=2)([P](C2C=CC=CC=2)(C2C=CC=CC=2)C2C=CC=CC=2)[P](C2C=CC=CC=2)(C2C=CC=CC=2)C2C=CC=CC=2)(C2C=CC=CC=2)C2C=CC=CC=2)=CC=1.[Cu]I>[CH3:47][Si:48]([CH3:50])([CH3:49])[C:51]#[C:52][C:2]1[CH:10]=[CH:9][CH:8]=[C:7]2[C:3]=1[C:4]([O:11][C@@H:12]1[O:38][C@H:37]([CH2:39][O:40][C:41](=[O:46])[C:42]([CH3:45])([CH3:44])[CH3:43])[C@@H:29]([O:30][C:31](=[O:36])[C:32]([CH3:33])([CH3:34])[CH3:35])[C@H:21]([O:22][C:23](=[O:28])[C:24]([CH3:25])([CH3:26])[CH3:27])[C@H:13]1[O:14][C:15](=[O:20])[C:16]([CH3:19])([CH3:18])[CH3:17])=[N:5][NH:6]2 |^1:68,70,89,108|. Reported procedure: To a solution of 4-bromo-3-(2,3,4,6-tetra-O-pivaloyl-β-D-glucopyranosyloxy)-1H-indazole (0.5 g) in triethylamine (5 mL) were added trimethylsilylacetylene (0.2 mL), tetrakis(triphenylphosphine)palladium (0) (81 mg) and copper (I) iodide (27 mg), and the mixture was stirred at 80° C. under an argon atmosphere overnight. The reaction mixture was cooled to room temperature and diluted with diethyl ether. The insoluble material was removed by filtration. The filtrate was washed with water and brine,... The reactants are ClC=1C=C(C=CC1Cl)C1(CN(CC1)C(C1=CC(=C(C(=C1)OC)OC)OC)=O)CCCS(=O)(=O)[O-] (2-[3-(3,4-dichloro-phenyl)-1-(3,4,5-trimethoxy-benzoyl)-pyrrolidin-3-yl]-ethyl-methanesulfonate), Cl.N1=C(C=CC=C1)C1(CCNCC1)C(=O)N (4-(pyridin-2-yl)-piperidine-4-carboxylic acid amide hydrochloride). Yields the product ClC=1C=C(C=CC1Cl)C1(CN(CC1)C(C1=CC(=C(C(=C1)OC)OC)OC)=O)CCN1CCC(CC1)(C(=O)N)C1=NC=CC=C1 (1-[2-[3-(3,4-dichloro-phenyl)-1-(3,4,5-trimethoxy-benzoyl)-pyrrolidin-3-yl]-ethyl]-4-(pyridin-2-yl)-piperidine-4-carboxylic acid amide). RXN SMILES: [Cl:1][C:2]1[CH:3]=[C:4]([C:9]2([CH2:28][CH2:29]CS([O-])(=O)=O)[CH2:13][CH2:12][N:11]([C:14](=[O:27])[C:15]3[CH:20]=[C:19]([O:21][CH3:22])[C:18]([O:23][CH3:24])=[C:17]([O:25][CH3:26])[CH:16]=3)[CH2:10]2)[CH:5]=[CH:6][C:7]=1[Cl:8].Cl.[N:36]1[CH:41]=[CH:40][CH:39]=[CH:38][C:37]=1[C:42]1([C:48]([NH2:50])=[O:49])[CH2:47][CH2:46][NH:45][CH2:44][CH2:43]1>>[Cl:1][C:2]1[CH:3]=[C:4]([C:9]2([CH2:28][CH2:29][N:45]3[CH2:44][CH2:43][C:42]([C:37]4[CH:38]=[CH:39][CH:40]=[CH:41][N:36]=4)([C:48]([NH2:50])=[O:49])[CH2:47][CH2:46]3)[CH2:13][CH2:12][N:11]([C:14](=[O:27])[C:15]3[CH:20]=[C:19]([O:21][CH3:22])[C:18]([O:23][CH3:24])=[C:17]([O:25][CH3:26])[CH:16]=3)[CH2:10]2)[CH:5]=[CH:6][C:7]=1[Cl:8] |f:1.2|. Procedure details: Prepare by the method of example 3.3 using 2-[3-(3,4-dichloro-phenyl)-1-(3,4,5-trimethoxy-benzoyl)-pyrrolidin-3-yl]-ethyl-methanesulfonate (5 mmol) and 4-(pyridin-2-yl)-piperidine-4-carboxylic acid amide hydrochloride (7.5 mmol, 1.5 eq.). Chromatograph on silica gel to give the title compound. Starting materials: CCCN(CCC)CC(C)(C)CN, C(=NC1CCCCC1)=NC1CCCCC1, CN(C)C=O, On1nnc2ccccc21, O=C(O)c1ccc(CN(Cc2ncc[nH]2)Cc2ncc[nH]2)cc1. Yields the product CCCN(CCC)CC(C)(C)CNC(=O)c1ccc(CN(Cc2ncc[nH]2)Cc2ncc[nH]2)cc1. As a reaction SMILES: [CH2:49]([CH2:50][CH3:51])[N:52]([CH2:53][C:54]([CH2:55][NH2:56])([CH3:57])[CH3:58])[CH2:59][CH2:60][CH3:61].[CH:24]1([N:25]=[C:26]=[N:27][CH:28]2[CH2:29][CH2:30][CH2:31][CH2:32][CH2:33]2)[CH2:34][CH2:35][CH2:36][CH2:37][CH2:38]1.[O:62]=[CH:63][N:64]([CH3:65])[CH3:66].[OH:39][n:40]1[c:41]2[c:42]([cH:43][cH:44][cH:45][cH:46]2)[n:47][n:48]1.[nH:1]1[c:2]([CH2:6][N:7]([CH2:8][c:9]2[nH:10][cH:11][cH:12][n:13]2)[CH2:14][c:15]2[cH:16][cH:17][c:18]([C:19](=[O:20])[OH:21])[cH:22][cH:23]2)[n:3][cH:4][cH:5]1>>[nH:1]1[c:2]([CH2:6][N:7]([CH2:8][c:9]2[n:10][cH:11][cH:12][nH:13]2)[CH2:14][c:15]2[cH:16][cH:17][c:18]([C:19](=[O:20])[NH:56][CH2:55][C:54]([CH2:53][N:52]([CH2:49][CH2:50][CH3:51])[CH2:59][CH2:60][CH3:61])([CH3:57])[CH3:58])[cH:22][cH:23]2)[n:3][cH:4][cH:5]1. The reactants are N1=CC=CC=C1 (pyridine), C1(CCC1)C(=O)Cl (cyclobutylcarbonyl chloride), BrC1=CC=C(C=C1)N1N=C2C=C(C(=CC2=C1C(=O)NC)C1CC1)N(S(=O)(=O)C)CCCO (2-(4-bromophenyl)-5-cyclopropyl-6-[3-hydroxypropyl(methylsulfonyl)amino]-N-methyl-indazole-3-carboxamide), N1=CC=CC=C1 (pyridine), C1(CCC1)C(=O)Cl (cyclobutanecarbonyl chloride). Solvent: C(Cl)Cl (DCM). Run at time 16 hour. The product is BrC1=CC=C(C=C1)N1N=C2C=C(C(=CC2=C1C(=O)NC)C1CC1)N(S(=O)(=O)C)CCCNC(=O)C1CCC1 (4-Bromophenyl-6-[{3-[(cyclobutylcarbonyl)amino]propyl}(methylsulfonyl)amino]-5-cyclopropyl-N-methyl-2H-indazole-3-carboxamide). Isolated yield 43.0%. RXN SMILES: [Br:1][C:2]1[CH:7]=[CH:6][C:5]([N:8]2[C:16]([C:17]([NH:19][CH3:20])=[O:18])=[C:15]3[C:10]([CH:11]=[C:12]([N:24]([CH2:29][CH2:30]CO)[S:25]([CH3:28])(=[O:27])=[O:26])[C:13]([CH:21]4[CH2:23][CH2:22]4)=[CH:14]3)=[N:9]2)=[CH:4][CH:3]=1.[N:33]1C=CC=C[CH:34]=1.[CH:39]1([C:43](Cl)=[O:44])[CH2:42][CH2:41][CH2:40]1>C(Cl)Cl>[Br:1][C:2]1[CH:3]=[CH:4][C:5]([N:8]2[C:16]([C:17]([NH:19][CH3:20])=[O:18])=[C:15]3[C:10]([CH:11]=[C:12]([N:24]([CH2:29][CH2:30][CH2:34][NH:33][C:43]([CH:39]4[CH2:42][CH2:41][CH2:40]4)=[O:44])[S:25]([CH3:28])(=[O:26])=[O:27])[C:13]([CH:21]4[CH2:22][CH2:23]4)=[CH:14]3)=[N:9]2)=[CH:6][CH:7]=1. Procedure: To a solution of 6-[3-aminopropyl(methylsulfonyl)amino]-2-(4-bromophenyl)-5-cyclopropyl-N-methyl-indazole-3-carboxamide (i) (5 mg, 0.01 mmol) in DCM (0.5 mL) at 0° C. was added pyridine (50 μL) followed by cyclobutanecarbonyl chloride (3 μL, 0.026 mmol). The mixture was then stirred at RT for 16 h. More pyridine (20 μL) and cyclobutylcarbonyl chloride (10 μL) were added and the mixture was left to stir for another 5 h. The solvent was then evaporated under reduced pressure. The residue was taken... The reactants are Cc1cccc(CN2CCN(C(C(=O)OC(C)(C)C)C(C)(C)C)C2=O)n1, ClCCl, Cl, C1COCCO1. Product: Cl, Cc1cccc(CN2CCN(C(C(=O)O)C(C)(C)C)C2=O)n1. As a reaction SMILES: [C:1]([CH3:2])([CH3:3])([CH3:4])[O:5][C:6]([CH:7]([C:8]([CH3:9])([CH3:10])[CH3:11])[N:12]1[C:13](=[O:25])[N:14]([CH2:17][c:18]2[n:19][c:20]([CH3:24])[cH:21][cH:22][cH:23]2)[CH2:15][CH2:16]1)=[O:26].[Cl:28][CH2:29][Cl:30].[ClH:27].[O:31]1[CH2:32][CH2:33][O:34][CH2:35][CH2:36]1>>[ClH:27].[O:5]=[C:6]([CH:7]([C:8]([CH3:9])([CH3:10])[CH3:11])[N:12]1[C:13](=[O:25])[N:14]([CH2:17][c:18]2[n:19][c:20]([CH3:24])[cH:21][cH:22][cH:23]2)[CH2:15][CH2:16]1)[OH:26].